Dataset: the Open Reaction Database (ORD), a public repository of structured organic reaction records. Task: describe an organic reaction: reactants, conditions, products, and yield Procedure details: 118 parts of δ,δ-dimethyl-acetyl-oxo-sulfonium methylide is heated under reflux together with 800 parts of methacrylonitrile and 800 parts of ethanol until evolution of dimethyl sulfide ceases. The low-boiling constituents are distilled off under subatmospheric pressure and an oily residue is obtained which by infrared spectroscopy can be shown to contain a keto group, a nitrile group and an ether goup. Pure 2,6-dicyano-4-ethoxy-4-acetylheptane is obtained chromatographically on aluminum oxide a... Product: C(#N)C(C)CC(CC(C)C#N)(C(C)=O)OCC (2,6-dicyano-4-ethoxy-4-acetylheptane). As a reaction SMILES: [C:1](#[N:5])[C:2]([CH3:4])=[CH2:3].[CH2:6]([OH:8])[CH3:7].CSC.[CH3:12][CH2:13][O:14][CH2:15][CH3:16]>>[C:1]([CH:2]([CH2:4][C:13]([O:14][CH2:15][CH3:16])([C:6](=[O:8])[CH3:7])[CH2:12][CH:2]([C:1]#[N:5])[CH3:3])[CH3:3])#[N:5]. Starting materials: C(C(=C)C)#N (methacrylonitrile), C(C)O (ethanol), CSC (dimethyl sulfide), δ,δ-dimethyl-acetyl-oxo-sulfonium methylide, CCOCC (ether).